From a dataset of the Open Reaction Database (ORD), a public repository of structured organic reaction records. describe an organic reaction: reactants, conditions, products, and yield The reactants are C1(CCCC1)NC1=NC=CC(=N1)C=1C(=NN2C1C=CC=C2S(=O)C)CC(C)C (N-cyclopentyl-4-[2-isobutyl-7-(methylsulfinyl)pyrazolo[1,5-a]pyridin-3-yl]pyrimidin-2-amine). Run in C1(CCCC1)N (cyclopentylamine). Product: C1(CCCC1)NC1=CC=CC=2N1N=C(C2C2=NC(=NC=C2)NC2CCCC2)CC(C)C (N-cyclopentyl-3-[2-(cyclopentylamino)pyrimidin-4-yl]-2-isobutylpyrazolo[1,5-a]pyridin-7-amine). The yield is 158.7%. Reaction SMILES: [CH:1]1([NH:6][C:7]2[N:12]=[C:11]([C:13]3[C:14]([CH2:25][CH:26]([CH3:28])[CH3:27])=[N:15][N:16]4[C:21](S(C)=O)=[CH:20][CH:19]=[CH:18][C:17]=34)[CH:10]=[CH:9][N:8]=2)[CH2:5][CH2:4][CH2:3][CH2:2]1>C1(N)CCCC1>[CH:1]1([NH:6][C:21]2[N:16]3[N:15]=[C:14]([CH2:25][CH:26]([CH3:28])[CH3:27])[C:13]([C:11]4[CH:10]=[CH:9][N:8]=[C:7]([NH:6][CH:1]5[CH2:5][CH2:4][CH2:3][CH2:2]5)[N:12]=4)=[C:17]3[CH:18]=[CH:19][CH:20]=2)[CH2:5][CH2:4][CH2:3][CH2:2]1. Reported procedure: A solution of N-cyclopentyl-4-[2-isobutyl-7-(methylsulfinyl)pyrazolo[1,5-a]pyridin-3-yl]pyrimidin-2-amine (110 mg, 0.28 mmol) in cyclopentylamine (5 mL) was heated at 130° C. for 72 h. The mixture was cooled to room temperature and concentrated in vacuo and the residue was purified by flash chromatography on silica gel (hexane-ethyl acetate) to give N-cyclopentyl-3-[2-(cyclopentylamino)pyrimidin-4-yl]-2-isobutylpyrazolo[1,5-a]pyridin-7-amine (93 mg, 81%) as a White solid. 1H NMR (CDCl3) δ 8.20 (... Run in O (water). Reaction SMILES: C(O)[C@@H]([C@H]([C@@H](CO)O)O)[OH:3].[OH2:11].O.O.O.O.O.[Cl-].[Cr+3:18].[Cl-].[Cl-].[OH-].[Na+].[CH2:23]([OH:32])[C@@H:24]([C@H:26]([C@@H:28]([CH2:30][OH:31])[OH:29])[OH:27])[OH:25].[Cr]>O>[OH-:3].[CH2:23]([OH:32])[C@@H:24]([C@H:26]([C@@H:28]([CH2:30][OH:31])[OH:29])[OH:27])[OH:25].[Cr+3:18].[OH-:11].[OH-:3] |f:1.2.3.4.5.6.7.8.9.10,11.12,13.14,16.17.18.19.20|. Procedure: 600 g of xylitol and 140 g of chromium (III) chloride hexahydrate were dissolved in 1200 g of water at 85° C. with stirring to produce a solution. The pH of the solution was raised to about 9 by adding rapidly in one portion a suitable amount of an aqueous solution containing 20 wt % of sodium hydroxide. Within 20 minutes a blue transparent solution having a strong laser scattering characteristic was then obtained. This strong laser scattering property indicated formation of chromium xylitol nan... The product is [OH-].C([C@H](O)[C@@H](O)[C@H](O)CO)O.[Cr+3].[OH-].[OH-] (Chromium Xylitol Hydroxide). The reactants are C([C@H](O)[C@@H](O)[C@H](O)CO)O.[Cr] (chromium xylitol), C([C@H](O)[C@@H](O)[C@H](O)CO)O (xylitol), O.O.O.O.O.O.[Cl-].[Cr+3].[Cl-].[Cl-] (chromium (III) chloride hexahydrate), [OH-].[Na+] (sodium hydroxide). Reaction conditions: time 20 minute.